Dataset: the Open Reaction Database (ORD), a public repository of structured organic reaction records. Task: describe an organic reaction: reactants, conditions, products, and yield Reactants: C(C)(=O)OC(C)=O (acetic anhydride), C(=O)(O)C1=C(C=O)C=CC=C1 (2-carboxybenzaldehyde), N[C@@H](CS)C(=O)O (cysteine), C(=O)([O-])[O-].[K+].[K+] (K2CO3). Run in C1CCOC1 (THF), O (water). Run at temperature 0 celsius, time 15 minute. The product is C(C)(=O)N1C(SCC1C(=O)O)C1=C(C=CC=C1)C(=O)O (N-acetyl-4-carboxy-2-(2-carboxyphenyl)thiazolidine). Isolated yield 22.0%. As a reaction SMILES: [C:1]([C:4]1[CH:11]=[CH:10][CH:9]=[CH:8][C:5]=1[CH:6]=O)([OH:3])=[O:2].[NH2:12][C@H:13]([C:16]([OH:18])=[O:17])[CH2:14][SH:15].C([O-])([O-])=O.[K+].[K+].[C:25](OC(=O)C)(=[O:27])[CH3:26]>O.C1COCC1>[C:25]([N:12]1[CH:13]([C:16]([OH:18])=[O:17])[CH2:14][S:15][CH:6]1[C:5]1[CH:8]=[CH:9][CH:10]=[CH:11][C:4]=1[C:1]([OH:3])=[O:2])(=[O:27])[CH3:26] |f:2.3.4|. Procedure details: A solution of 6 of 2-carboxybenzaldehyde and 4.8 g of cysteine in 100 ml of water was stirred for 15 minutes. After adding 10 g of K2CO3, the solution was cooled to 0° C. and a solution of 8 g of acetic anhydride in THF was added. After everything had been added, the solution was stirred for a further 15 minutes at 0° C. and then for 1 hour at room temperature. The solution was concentrated under reduced pressure in order to evaporate THF, acidified to pH 1-2 with sulphuric acid and extracted wi... Reactants: S(=O)(Cl)Cl (thionyl chloride), CC1=C(N=C(O1)C1=CC=CC=C1)COC1=CC=CC(=N1)C(=O)OC (methyl 6-(5-methyl-2-phenyl-4-oxazolyl)methoxy-2-pyridinecarboxylate), O.O.O.O.O.O.O.O.O.O.[O-]S(=O)(=O)[O-].[Na+].[Na+] (sodium sulfate 10 hydrate), [H-].[Al+3].[Li+].[H-].[H-].[H-] (lithium aluminum hydride). Run in O1CCCC1 (tetrahydrofuran). Run at time 30 minute. The product is ClCC1=NC(=CC=C1)OCC=1N=C(OC1C)C1=CC=CC=C1 (2-chloromethyl-6-(5-methyl-2-phenyl-4-oxazolylmethoxy)pyridine). Reaction SMILES: [CH3:1][C:2]1[O:6][C:5]([C:7]2[CH:12]=[CH:11][CH:10]=[CH:9][CH:8]=2)=[N:4][C:3]=1[CH2:13][O:14][C:15]1[N:20]=[C:19]([C:21](OC)=O)[CH:18]=[CH:17][CH:16]=1.[H-].[Al+3].[Li+].[H-].[H-].[H-].O.O.O.O.O.O.O.O.O.O.[O-]S([O-])(=O)=O.[Na+].[Na+].S(Cl)([Cl:50])=O>O1CCCC1>[Cl:50][CH2:21][C:19]1[CH:18]=[CH:17][CH:16]=[C:15]([O:14][CH2:13][C:3]2[N:4]=[C:5]([C:7]3[CH:12]=[CH:11][CH:10]=[CH:9][CH:8]=3)[O:6][C:2]=2[CH3:1])[N:20]=1 |f:1.2.3.4.5.6,7.8.9.10.11.12.13.14.15.16.17.18.19|. Procedure details: To a mixture of methyl 6-(5-methyl-2-phenyl-4-oxazolyl)methoxy-2-pyridinecarboxylate (6.49 g) and tetrahydrofuran (60 mL) was added lithium aluminum hydride (0.759 g) under ice-cooling, and the mixture was stirred at room temperature for 30 min. To the mixture was added sodium sulfate 10 hydrate (6.44 g) and further stirred at room temperature for 30 min. The insoluble materials were removed by filtration, and the filtrate was concentrated to give crystals. The obtained crystals were added to th... Reactants: COC=1C(C(=C(C(C1OC)=O)C)CCCCCCCCC(=O)OCC)=O (2,3-dimethoxy-5-methyl-6-(8'-ethoxycarbonyloctyl)-1,4-benzoquinone), ethylester, solution, [OH-].[K+] (potassium hydroxide), S(=O)([O-])S(=O)[O-].[Na+].[Na+] (sodium hydrosulfite), Cl (hydrochloric acid). The solvent is C(C)OCC (diethyl ether). Product: COC=1C(C(=C(C(C1OC)=O)C)CCCCCCCCC(=O)O)=O (2,3-dimethoxy-5-methyl-6-(8'-carboxyoctyl)-1,4-benzoquinone). As a reaction SMILES: [CH3:1][O:2][C:3]1[C:4](=[O:26])[C:5]([CH2:13][CH2:14][CH2:15][CH2:16][CH2:17][CH2:18][CH2:19][CH2:20][C:21]([O:23]CC)=[O:22])=[C:6]([CH3:12])[C:7](=[O:11])[C:8]=1[O:9][CH3:10].[OH-].[K+].S(S([O-])=O)([O-])=O.[Na+].[Na+].Cl>C(OCC)C>[CH3:1][O:2][C:3]1[C:4](=[O:26])[C:5]([CH2:13][CH2:14][CH2:15][CH2:16][CH2:17][CH2:18][CH2:19][CH2:20][C:21]([OH:23])=[O:22])=[C:6]([CH3:12])[C:7](=[O:11])[C:8]=1[O:9][CH3:10] |f:1.2,3.4.5|. Procedure: To a solution of 2,3-dimethoxy-5-methyl-6-(8'-ethoxycarbonyloctyl)-1,4-benzoquinone (formula I-2 wherein R=H3CO, n=7, in the form of ethylester) (0.8 part) in diethyl ether (10 volume parts), followed by the addition of a 30% solution (20 volume parts) of potassium hydroxide containing sodium hydrosulfite. The mixture was refluxed for 1 hour. After cooling, the reaction mixture was rendered acidic with hydrochloric acid and extracted with diethyl ether. The ethereal extract was washed with water... The reactants are BrN1C(CCC1=O)=O (N-bromo succinimide), C(CCC)N1C(=NC=C1CO)C1=CC=CC=C1 (1-Butyl-2-phenyl-5-hydroxymethylimidazole), O (water). Solvent: C(C)#N (acetonitrile). Run at temperature 0 celsius, time 60 minute. Product: C(CCC)N1C(=NC(=C1CO)Br)C1=CC=CC=C1 (1-Butyl-2-phenyl-4-bromo-5-hydroxymethylimidazole). The yield is 50.9%. As a reaction SMILES: [Br:1]N1C(=O)CCC1=O.[CH2:9]([N:13]1[C:17]([CH2:18][OH:19])=[CH:16][N:15]=[C:14]1[C:20]1[CH:25]=[CH:24][CH:23]=[CH:22][CH:21]=1)[CH2:10][CH2:11][CH3:12].O>C(#N)C>[CH2:9]([N:13]1[C:17]([CH2:18][OH:19])=[C:16]([Br:1])[N:15]=[C:14]1[C:20]1[CH:21]=[CH:22][CH:23]=[CH:24][CH:25]=1)[CH2:10][CH2:11][CH3:12]. Procedure details: N-bromo succinimide (3.56 g, 20 mmol) is added to a solution of alcohol 139 (4.60 g, 20 mmol) in 100 ml of anhydrous acetonitrile cooled to 0° C., in portions over 15 minutes. The resulting mixture is stirred at 0° C. for 60 min, water is added to quench the reaction, the acetonitrile is evaporated, and the residue dissolved in 100 ml of ethyl acetate, washed with water and brine, and dried over Na2SO4 The solvent is evaporated and the residue purified by silica gel flash chromatography (hexanes...